From a dataset of the Open Reaction Database (ORD), a public repository of structured organic reaction records. describe an organic reaction: reactants, conditions, products, and yield Starting materials: CN1CCC(CC1)Cl (N-methyl 4-chloropiperidine), COC1=CC2=C(C(C3=NC=CC=C31)=O)C=CC(=C2)Cl (5-methoxy-8-chloro-11H-benzo[5,6]cyclohepta[1,2-b]pyridin-11-one). Run in C1CCOC1 (THF), C1CCOC1 (THF). Product: COC1=CC2=C(C(C3=NC=CC=C31)(O)C3CCN(CC3)C)C=CC(=C2)Cl (5-METHOXY-8-CHLORO-11-(1-METHYL-4-PIPERIDINYL)-11H-BENZO [5,6]CYCLOHEPTA[1,2-b]PYRIDIN-11-OL). Yield: 52.8%. RXN SMILES: [CH3:1][N:2]1[CH2:7][CH2:6][CH:5](Cl)[CH2:4][CH2:3]1.[CH3:9][O:10][C:11]1[C:21]2[C:16](=[N:17][CH:18]=[CH:19][CH:20]=2)[C:15](=[O:22])[C:14]2[CH:23]=[CH:24][C:25]([Cl:27])=[CH:26][C:13]=2[CH:12]=1>C1COCC1>[CH3:9][O:10][C:11]1[C:21]2[C:16](=[N:17][CH:18]=[CH:19][CH:20]=2)[C:15]([CH:5]2[CH2:6][CH2:7][N:2]([CH3:1])[CH2:3][CH2:4]2)([OH:22])[C:14]2[CH:23]=[CH:24][C:25]([Cl:27])=[CH:26][C:13]=2[CH:12]=1. Procedure: Add a 1.5 M Grignard solution of N-methyl 4-chloropiperidine (150 mL, 22.5 mmol) in THF dropwise over a 7 minute period to 5-methoxy-8-chloro-11H-benzo[5,6]cyclohepta[1,2-b]pyridin-11-one (5.00 g, 18.4 mmol) in THF (70 mL) at 0° C. and under an argon atmosphere. Quench the reaction after 30 minutes with a saturated solution of NH4Cl (pH 8) and extract (3×) with CHCl3. Combine the organic portions, wash with brine, dry over sodium sulfate, filter and concentrate in vacuo. Purify via flash chromat...